This data is from the Open Reaction Database (ORD), a public repository of structured organic reaction records. The task is: describe an organic reaction: reactants, conditions, products, and yield The reactants are CS(C)=O, CC(C)c1cccc(C(C)C)c1N1C(=O)c2cccc([N+](=O)[O-])c2C1=O, [F-], [K+]. The product is CC(C)c1cccc(C(C)C)c1N1C(=O)c2cccc(F)c2C1=O. As a reaction SMILES: [CH3:29][S:30]([CH3:31])=[O:32].[CH:1]([CH3:2])([CH3:3])[c:4]1[c:5]([N:13]2[C:14](=[O:26])[c:15]3[c:16]([c:19]([N+:23]([O-:24])=[O:25])[cH:20][cH:21][cH:22]3)[C:17]2=[O:18])[c:6]([CH:10]([CH3:11])[CH3:12])[cH:7][cH:8][cH:9]1.[F-:27].[K+:28]>>[CH:1]([CH3:2])([CH3:3])[c:4]1[c:5]([N:13]2[C:14](=[O:26])[c:15]3[c:16]([c:19]([F:27])[cH:20][cH:21][cH:22]3)[C:17]2=[O:18])[c:6]([CH:10]([CH3:11])[CH3:12])[cH:7][cH:8][cH:9]1. Reactants: C1(CCCCC1)N=C=NC1CCCCC1 (Dicyclohexylcarbodiimide), OC1=CC=C(C=C1)C=1SC(=NN1)CCCCC (2-(4-hydroxyphenyl)-5-pentyl-1,3,4-thiadiazole), C(\C=C\CCC)(=O)O ((E)-hex-2-enoic acid). Reagents/catalysts: CN(C1=CC=NC=C1)C (4-(dimethylamino)pyridine). The solvent is ClCCl (dichloromethane). Run at time 8 hour. Product: C(\C=C\CCC)(=O)OC1=CC=C(C=C1)C=1SC(=NN1)CCCCC (2-(4-[(E)-hex-2-enoyloxy]phenyl)-5-pentyl-1,3,4-thiadiazole). As a reaction SMILES: C1(N=C=NC2CCCCC2)CCCCC1.[OH:16][C:17]1[CH:22]=[CH:21][C:20]([C:23]2[S:24][C:25]([CH2:28][CH2:29][CH2:30][CH2:31][CH3:32])=[N:26][N:27]=2)=[CH:19][CH:18]=1.[C:33](O)(=[O:39])/[CH:34]=[CH:35]/[CH2:36][CH2:37][CH3:38]>CN(C)C1C=CN=CC=1.ClCCl>[C:33]([O:16][C:17]1[CH:18]=[CH:19][C:20]([C:23]2[S:24][C:25]([CH2:28][CH2:29][CH2:30][CH2:31][CH3:32])=[N:26][N:27]=2)=[CH:21][CH:22]=1)(=[O:39])/[CH:34]=[CH:35]/[CH2:36][CH2:37][CH3:38]. Reported procedure: Dicyclohexylcarbodiimide (0.2 g) is added to a solution of 2-(4-hydroxyphenyl)-5-pentyl-1,3,4-thiadiazole [Mol. Cryst. Liq. Cryst., (1990) Vol., 191, pp 223] (0.25 g), (E)-hex-2-enoic acid, (0.1 g) 4-(dimethylamino)pyridine (0.05 g) and dichloromethane (20 cm3) at 0° C. under an atmosphere of nitrogen. The reaction mixture is stirred overnight at room temperature, filtered to remove inorganic material and the filtrate evaporated down. The residue is purified by column chromatography on silica ge... The reactants are ClCC(=O)C1=CC(=C(C=C1)Cl)S(N)(=O)=O (2,4'-dichloro-3'-sulfamoylacetophenone), C1(CCCCCCC1)NC(=S)NC1CCCCCCC1 (1,3-dicyclooctylthiourea). Product: Cl.ClC1=C(C=C(C=C1)C1(N(C(SC1)=NC1CCCCCCC1)C1CCCCCCC1)O)S(N)(=O)=O (4-(4-Chloro-3-sulfamoylphenyl)-3-cyclooctyl-2-cyclooctylimino-1,3-thiazolidine-4-ol-hydrochloride). RXN SMILES: [Cl:1][CH2:2][C:3]([C:5]1[CH:10]=[CH:9][C:8]([Cl:11])=[C:7]([S:12](=[O:15])(=[O:14])[NH2:13])[CH:6]=1)=[O:4].[CH:16]1([NH:24][C:25]([NH:27][CH:28]2[CH2:35][CH2:34][CH2:33][CH2:32][CH2:31][CH2:30][CH2:29]2)=[S:26])[CH2:23][CH2:22][CH2:21][CH2:20][CH2:19][CH2:18][CH2:17]1>>[ClH:1].[Cl:11][C:8]1[CH:9]=[CH:10][C:5]([C:3]2([OH:4])[CH2:2][S:26][C:25](=[N:24][CH:16]3[CH2:23][CH2:22][CH2:21][CH2:20][CH2:19][CH2:18][CH2:17]3)[N:27]2[CH:28]2[CH2:35][CH2:34][CH2:33][CH2:32][CH2:31][CH2:30][CH2:29]2)=[CH:6][C:7]=1[S:12](=[O:15])(=[O:14])[NH2:13] |f:2.3|. Reported procedure: 5.2 g of 2,4'-dichloro-3'-sulfamoylacetophenone and 5.8 g of 1,3-dicyclooctylthiourea were reacted according to the prescription made in Example 12 and worked up according to the prescription of Example 42. Colorless solid body, decomposition beginning at 118° C, γC=N 1600 cm-1. Starting materials: CO, Cc1nc(CCl)no1, Cl, NCCS. The product is Cc1nc(CSCCN)no1. As a reaction SMILES: [CH3:14][OH:15].[Cl:6][CH2:7][c:8]1[n:9][o:10][c:11]([CH3:13])[n:12]1.[ClH:1].[NH2:2][CH2:3][CH2:4][SH:5]>>[NH2:2][CH2:3][CH2:4][S:5][CH2:7][c:8]1[n:9][o:10][c:11]([CH3:13])[n:12]1. Reactants: C(C(=O)Cl)(=O)Cl (Oxalyl chloride), BrC1=CC=C(OCC(=O)O)C=C1 ((4-bromophenoxy)acetic acid), N1CCCC1 (pyrrolidine). The reagents and catalysts are CN(C=O)C (N,N-dimethylformamide). Run in C(Cl)Cl (methylene chloride). Reaction conditions: time 2 hour. Yields the product BrC1=CC=C(OCC(=O)N2CCCC2)C=C1 (1-[(4-bromophenoxy)acetyl]pyrrolidine). RXN SMILES: C(Cl)(=O)C(Cl)=O.[Br:7][C:8]1[CH:18]=[CH:17][C:11]([O:12][CH2:13][C:14]([OH:16])=O)=[CH:10][CH:9]=1.[NH:19]1[CH2:23][CH2:22][CH2:21][CH2:20]1>C(Cl)Cl.CN(C)C=O>[Br:7][C:8]1[CH:9]=[CH:10][C:11]([O:12][CH2:13][C:14]([N:19]2[CH2:23][CH2:22][CH2:21][CH2:20]2)=[O:16])=[CH:17][CH:18]=1. Procedure details: Oxalyl chloride (0.5 mL, 5.9 mmol) was added to a suspension of (4-bromophenoxy)acetic acid (0.462 g, 2.0 mmol) in methylene chloride (10 mL) and 2 drops of N,N-dimethylformamide. The mixture was stirred at RT for 2 h. The solvent was evaporated under reduced pressure. The residue was diluted with methylene chloride (10 mL), cooled with ice-water bath, and 1M of sodium hydroxide aqueous solution (3.0 mL) was added. To the mixture was added pyrrolidine (167 μL, 2.0 mmol). The mixture was stirred ... The reactants are COC(C(CC=C)NC(C1=C(C=CC=C1Cl)Cl)=O)=O (2-(2,6-dichlorobenzamido)pent-4-enoic acid methyl ester), IC1=CC=C(C=C1)C1(CCOCCC1)OC (4-(4-iodophenyl)-4-methoxyoxepane). The product is COC(C(C\C=C\C1=CC=C(C=C1)C1(CCOCCC1)OC)NC(C1=C(C=CC=C1Cl)Cl)=O)=O ((E)-2-(2,6-dichlorobenzamido)-5-[4-(4-methoxyoxepan-4-yl)phenyl]pent-4-enoic acid methyl ester). Yield: 85.6%. Reaction SMILES: [CH3:1][O:2][C:3](=[O:19])[CH:4]([NH:8][C:9](=[O:18])[C:10]1[C:15]([Cl:16])=[CH:14][CH:13]=[CH:12][C:11]=1[Cl:17])[CH2:5][CH:6]=[CH2:7].I[C:21]1[CH:26]=[CH:25][C:24]([C:27]2([O:34][CH3:35])[CH2:33][CH2:32][CH2:31][O:30][CH2:29][CH2:28]2)=[CH:23][CH:22]=1>>[CH3:1][O:2][C:3](=[O:19])[CH:4]([NH:8][C:9](=[O:18])[C:10]1[C:11]([Cl:17])=[CH:12][CH:13]=[CH:14][C:15]=1[Cl:16])[CH2:5]/[CH:6]=[CH:7]/[C:21]1[CH:22]=[CH:23][C:24]([C:27]2([O:34][CH3:35])[CH2:33][CH2:32][CH2:31][O:30][CH2:29][CH2:28]2)=[CH:25][CH:26]=1. Procedure details: In the same manner as in Example 1, 2-(2,6-dichlorobenzamido)pent-4-enoic acid methyl ester (46 mg) was reacted with 4-(4-iodophenyl)-4-methoxyoxepane (60 mg) to obtain (E)-2-(2,6-dichlorobenzamido)-5-[4-(4-methoxyoxepan-4-yl)phenyl]pent-4-enoic acid methyl ester (66 mg). Column chromatography (silica gel, eluent: hexane/ethyl acetate=2/1) was used for purification. Reactants: CON(C)C(=O)C1CC1c1ccc(Cl)cc1, CO, [Na+], [OH-], O. Product: O=C(O)C1CC1c1ccc(Cl)cc1. As a reaction SMILES: [CH3:1][O:2][N:3]([C:4](=[O:5])[CH:6]1[CH:7]([c:9]2[cH:10][cH:11][c:12]([Cl:15])[cH:13][cH:14]2)[CH2:8]1)[CH3:16].[CH3:20][OH:21].[Na+:19].[OH-:18].[OH2:17]>>[C:4](=[O:5])([CH:6]1[CH:7]([c:9]2[cH:10][cH:11][c:12]([Cl:15])[cH:13][cH:14]2)[CH2:8]1)[OH:17].